describe an organic reaction: reactants, conditions, products, and yield From a dataset of the Open Reaction Database (ORD), a public repository of structured organic reaction records. The reactants are CC(C)(C)OC(=O)N1CCCC(OC(=O)c2ccc(OCc3ccccc3)cc2)C(NC(=O)c2ccc(OC(=O)c3ccc(F)cc3)cc2)C1, C1CCOC1. Product: CC(C)(C)OC(=O)N1CCCC(OC(=O)c2ccc(O)cc2)C(NC(=O)c2ccc(OC(=O)c3ccc(F)cc3)cc2)C1. Reaction SMILES: [C:1]([CH3:2])([CH3:3])([CH3:4])[O:5][C:6](=[O:7])[N:8]1[CH2:9][CH:10]([NH:32][C:33]([c:34]2[cH:35][cH:36][c:37]([O:40][C:41]([c:42]3[cH:43][cH:44][c:45]([F:48])[cH:46][cH:47]3)=[O:49])[cH:38][cH:39]2)=[O:50])[CH:11]([O:15][C:16]([c:17]2[cH:18][cH:19][c:20]([O:23][CH2:24][c:25]3[cH:26][cH:27][cH:28][cH:29][cH:30]3)[cH:21][cH:22]2)=[O:31])[CH2:12][CH2:13][CH2:14]1.[O:51]1[CH2:52][CH2:53][CH2:54][CH2:55]1>>[C:1]([CH3:2])([CH3:3])([CH3:4])[O:5][C:6](=[O:7])[N:8]1[CH2:9][CH:10]([NH:32][C:33]([c:34]2[cH:35][cH:36][c:37]([O:40][C:41]([c:42]3[cH:43][cH:44][c:45]([F:48])[cH:46][cH:47]3)=[O:49])[cH:38][cH:39]2)=[O:50])[CH:11]([O:15][C:16]([c:17]2[cH:18][cH:19][c:20]([OH:23])[cH:21][cH:22]2)=[O:31])[CH2:12][CH2:13][CH2:14]1. Isolated yield 89.1%. Reported procedure: Thionyl chloride (5.6 ml, 77 mmol) was added to a solution of 5-phenyl-5-(2-propyl)pentanoic acid (8.35 g, 37.9 mmol) in chloroform (50 ml), followed by heating under reflux for 3.5 hours. Then, thionyl chloride (3.0 ml, 41 mmol) was added thereto and the resulting mixture was heated under reflux for 1 hour. The reaction mixture was concentrated under reduced pressure and the resulting residue was dissolved in 1,2-dichloroethane (20 ml). The resulting solution was added dropwise to a suspension ... Reaction conditions: temperature 0 celsius, time 10 minute. RXN SMILES: S(Cl)(Cl)=O.[C:5]1([CH:11]([CH:18]([CH3:20])[CH3:19])[CH2:12][CH2:13][CH2:14][C:15]([OH:17])=O)[CH:10]=[CH:9][CH:8]=[CH:7][CH:6]=1.[Cl-].[Al+3].[Cl-].[Cl-].Cl>C(Cl)(Cl)Cl.ClCCCl>[CH3:19][CH:18]([CH:11]1[C:5]2[CH:6]=[CH:7][CH:8]=[CH:9][C:10]=2[C:15](=[O:17])[CH2:14][CH2:13][CH2:12]1)[CH3:20] |f:2.3.4.5|. Solvent: ClCCCl (1,2-dichloroethane), C(Cl)(Cl)Cl (chloroform). Product: CC(C)C1CCCC(C2=C1C=CC=C2)=O (9-(2-propyl)-6,7,8,9-tetrahydro-5H-benzocyclohepten-5-one). Starting materials: [Cl-].[Al+3].[Cl-].[Cl-] (aluminum chloride), Cl (hydrochloric acid), S(=O)(Cl)Cl (Thionyl chloride), C1(=CC=CC=C1)C(CCCC(=O)O)C(C)C (5-phenyl-5-(2-propyl)pentanoic acid), S(=O)(Cl)Cl (thionyl chloride). Starting materials: CN(C(=O)CC#N)C1CCCCC1, CO, [H][H], N. Yields the product CN(C(=O)CCN)C1CCCCC1. As a reaction SMILES: [C:1](#[N:2])[CH2:3][C:4](=[O:5])[N:6]([CH3:7])[CH:8]1[CH2:9][CH2:10][CH2:11][CH2:12][CH2:13]1.[CH3:17][OH:18].[H:14][H:15].[NH3:16]>>[CH2:1]([NH2:2])[CH2:3][C:4](=[O:5])[N:6]([CH3:7])[CH:8]1[CH2:9][CH2:10][CH2:11][CH2:12][CH2:13]1. The solvent is CC(=O)C (acetone), CC(=O)C (acetone), O (water). The reactants are C(C)(C)(C)C1=CC=C(C=C1)S(=O)(=O)NC1=NC(=NC(=C1OC1=C(C=CC(=C1)OC)Cl)CCl)N1CCOCC1 (4-tert-butyl-N-[5-(2-chloro-5-methoxy-phenoxy)-6-chloromethyl-2-(morpholin-4-yl)-pyrimidin-4-yl]-benzenesulphonamide), C1(=CC=CC=C1)[O-].[Na+] (sodium phenolate), C1(=CC=CC=C1)O (phenol), [OH-].[Na+] (NaOH). Conditions: temperature 80 celsius, time 48 hour. Procedure: 0.145 g of 4-tert.-butyl-N-[5-(2-chloro-5-methoxy-phenoxy)-6-chloromethyl-2-(morpholin-4-yl)-pyrimidin-4-yl]benzenesulphonamide (Example 4) in 3 ml of acetone was added to a sodium phenolate solution from 0,024 g of phenol and 0.06 g of NaOH in 2 ml of acetone and 1 ml of water. The reaction mixture was stirred at 80° C. under argon for 48 hours. Thereafter, the acetone was distilled off and the residue was partitioned between chloroform and water. The chloroform phase was washed with water, dri... Reaction SMILES: [C:1]([C:5]1[CH:10]=[CH:9][C:8]([S:11]([NH:14][C:15]2[C:20]([O:21][C:22]3[CH:27]=[C:26]([O:28][CH3:29])[CH:25]=[CH:24][C:23]=3[Cl:30])=[C:19]([CH2:31]Cl)[N:18]=[C:17]([N:33]3[CH2:38][CH2:37][O:36][CH2:35][CH2:34]3)[N:16]=2)(=[O:13])=[O:12])=[CH:7][CH:6]=1)([CH3:4])([CH3:3])[CH3:2].[C:39]1([O-:45])[CH:44]=[CH:43][CH:42]=[CH:41][CH:40]=1.[Na+].C1(O)C=CC=CC=1.[OH-].[Na+]>CC(C)=O.O>[C:1]([C:5]1[CH:10]=[CH:9][C:8]([S:11]([NH:14][C:15]2[C:20]([O:21][C:22]3[CH:27]=[C:26]([O:28][CH3:29])[CH:25]=[CH:24][C:23]=3[Cl:30])=[C:19]([CH2:31][O:45][C:39]3[CH:44]=[CH:43][CH:42]=[CH:41][CH:40]=3)[N:18]=[C:17]([N:33]3[CH2:34][CH2:35][O:36][CH2:37][CH2:38]3)[N:16]=2)(=[O:12])=[O:13])=[CH:7][CH:6]=1)([CH3:2])([CH3:4])[CH3:3] |f:1.2,4.5|. The product is C(C)(C)(C)C1=CC=C(C=C1)S(=O)(=O)NC1=NC(=NC(=C1OC1=C(C=CC(=C1)OC)Cl)COC1=CC=CC=C1)N1CCOCC1 (4-tert.-butyl-N-[5-(2-chloro-5-methoxy-phenoxy)-2-morpholin-4-yl-6-phenoxymethyl-pyrimidin-4-yl]benzenesulphonamide). Reported procedure: In a glass reaction vessel 10.2 grams (0.1 mole) of 2-p-dioxanone was admixed with 18.5 grams (0.1 mole) of dodecyl amine and heated to 100° C. on a steam bath until reaction was completed within the period of 1 hour. The resulting liquid product was then poured on a glass plate and cooled to room temperature whereupon a pale yellow solid was formed. IR=6.06 mu. Starting materials: O1C(COCC1)=O (2-p-dioxanone), C(CCCCCCCCCCC)N (dodecyl amine). RXN SMILES: [O:1]1[CH2:6][CH2:5][O:4][CH2:3][C:2]1=[O:7].[CH2:8]([NH2:20])[CH2:9][CH2:10][CH2:11][CH2:12][CH2:13][CH2:14][CH2:15][CH2:16][CH2:17][CH2:18][CH3:19]>>[CH2:8]([NH:20][C:2](=[O:7])[CH2:3][O:4][CH2:5][CH2:6][OH:1])[CH2:9][CH2:10][CH2:11][CH2:12][CH2:13][CH2:14][CH2:15][CH2:16][CH2:17][CH2:18][CH3:19]. Conditions: temperature 100 celsius. Yields the product C(CCCCCCCCCCC)NC(COCCO)=O (N-DODECYL-2(2-HYDROXYETHOXY) ACETAMIDE).